This data is from the Open Reaction Database (ORD), a public repository of structured organic reaction records. The task is: describe an organic reaction: reactants, conditions, products, and yield Starting materials: COC1=C(C(=C(C(=C1)C)S(=O)(=O)N[C@@H](C(=O)O)CO)C)C (2(R)-(4-methoxy-2,3,6-trimethylbenzenesulfonylamino)-3-hydroxypropionic acid), C([O-])([O-])=O.[K+].[K+] (potassium carbonate), [I-].[Li+] (lithium iodide), C1OC=2C=C(CCl)C=CC2O1 (3,4-methylenedioxybenzyl chloride). Solvent: CN(C=O)C (dimethylformamide), C(Cl)Cl (methylene chloride). Reaction conditions: time 2 hour. Product: C1OC=2C=C(COC([C@@H](CO)NS(=O)(=O)C3=C(C(=C(C=C3C)OC)C)C)=O)C=CC2O1 (2(R)-(4-methoxy-2,3,6-trimethylbenzenesulfonylamino)-3-hydroxypropionic acid 3,4-methylenedioxybenzyl ester). As a reaction SMILES: [CH3:1][O:2][C:3]1[CH:8]=[C:7]([CH3:9])[C:6]([S:10]([NH:13][C@H:14]([CH2:18][OH:19])[C:15]([OH:17])=[O:16])(=[O:12])=[O:11])=[C:5]([CH3:20])[C:4]=1[CH3:21].C(=O)([O-])[O-].[K+].[K+].[CH2:28]1[O:38][C:37]2[CH:36]=[CH:35][C:32]([CH2:33]Cl)=[CH:31][C:30]=2[O:29]1.[I-].[Li+]>CN(C)C=O.C(Cl)Cl>[CH2:28]1[O:38][C:37]2[CH:36]=[CH:35][C:32]([CH2:33][O:16][C:15](=[O:17])[C@H:14]([NH:13][S:10]([C:6]3[C:7]([CH3:9])=[CH:8][C:3]([O:2][CH3:1])=[C:4]([CH3:21])[C:5]=3[CH3:20])(=[O:11])=[O:12])[CH2:18][OH:19])=[CH:31][C:30]=2[O:29]1 |f:1.2.3,5.6|. Procedure: To a solution of 2(R)-(4-methoxy-2,3,6-trimethylbenzenesulfonylamino)-3-hydroxypropionic acid (27.9 g, 87.9 mmol) in dimethylformamide (280 mL) at 0° C., was added potassium carbonate (72.9 g, 527 mmol) and a solution of 3,4-methylenedioxybenzyl chloride ((60 g, 170.8 mmol, 50% (w/w)) in methylene chloride. After 2 h, lithium iodide (5.88 g, 44 mmol) was added and the reaction mixture was warmed to rt. over 2 h. After 6 h, the reaction mixture was partitioned between ethyl acetate (600 mL) and w...